This data is from the Open Reaction Database (ORD), a public repository of structured organic reaction records. The task is: describe an organic reaction: reactants, conditions, products, and yield Starting materials: solution, C[O-].[Na+] (sodium methylate), C(C)(=O)O[C@H]1[C@H](OC2=CC=C(C=C2)C#N)SC[C@H]([C@@H]1OC(C)=O)OC(C)=O (4-cyanophenyl 2,3,4-tri-O-acetyl-5-thio-β-D-xylopyranoside). The solvent is CO (methanol), CO (methanol). Conditions: time 30 minute. The product is O([C@H]1[C@H](O)[C@@H](O)[C@H](O)CS1)C1=CC=C(C=C1)C#N (4-cyanophenyl 5-thio-β-D-xylopyranoside). Isolated yield 129.5%. RXN SMILES: C[O-].[Na+].C([O:7][C@@H:8]1[C@@H:22]([O:23]C(=O)C)[C@H:21]([O:27]C(=O)C)[CH2:20][S:19][C@H:9]1[O:10][C:11]1[CH:16]=[CH:15][C:14]([C:17]#[N:18])=[CH:13][CH:12]=1)(=O)C>CO>[O:10]([C:11]1[CH:12]=[CH:13][C:14]([C:17]#[N:18])=[CH:15][CH:16]=1)[C@@H:9]1[S:19][CH2:20][C@@H:21]([OH:27])[C@H:22]([OH:23])[C@H:8]1[OH:7] |f:0.1|. Procedure: 1.5 ml of a solution of sodium methylate in methanol (8% w/v of Na) are added under an inert atmosphere to a suspension of 10 g (25.4.10-3 mol) of 4-cyanophenyl 2,3,4-tri-O-acetyl-5-thio-β-D-xylopyranoside in 200 ml of methanol. The reaction mixture is stirred at room temperature for 30 min, neutralized by the addition of Amberlite® IR 120 H+ resin and filtered. After evaporation to dryness, the residue is crystallized from methanol to give 8.8 g (yield: 73%) of the expected product. Reactants: OOS(=O)[O-].[K+] (Oxone), CO (methanol), CS(=O)C=1C=C(C=CC1)N1C(=C(C(C=C1C1=CC=CC=C1)=O)C)C1=CC=CC=C1 (1-(3-methanesulfinylphenyl)-3-methyl-2,6-diphenyl-4(1H)-pyridinone). The solvent is O (water), O (water). Reaction conditions: time 2 hour. Product: CS(=O)(=O)C=1C=C(C=CC1)N1C(=C(C(C=C1C1=CC=CC=C1)=O)C)C1=CC=CC=C1 (1-(3-methanesulfonylphenyl)-3-methyl-2,6-diphenyl-4(1H)-pyridinone). Isolated yield 74.1%. RXN SMILES: [OH:1]OS([O-])=O.[K+].CO.[CH3:9][S:10]([C:12]1[CH:13]=[C:14]([N:18]2[C:23]([C:24]3[CH:29]=[CH:28][CH:27]=[CH:26][CH:25]=3)=[CH:22][C:21](=[O:30])[C:20]([CH3:31])=[C:19]2[C:32]2[CH:37]=[CH:36][CH:35]=[CH:34][CH:33]=2)[CH:15]=[CH:16][CH:17]=1)=[O:11]>O>[CH3:9][S:10]([C:12]1[CH:13]=[C:14]([N:18]2[C:23]([C:24]3[CH:29]=[CH:28][CH:27]=[CH:26][CH:25]=3)=[CH:22][C:21](=[O:30])[C:20]([CH3:31])=[C:19]2[C:32]2[CH:37]=[CH:36][CH:35]=[CH:34][CH:33]=2)[CH:15]=[CH:16][CH:17]=1)(=[O:1])=[O:11] |f:0.1|. Procedure: In 5 ml of water was dissolved 1.2 g (0.0019 mole) of Oxone. The resulting solution was then added dropwise to 5 ml of a methanol solution of 0.5 g (0.0013 mole) of 1-(3-methanesulfinylphenyl)-3-methyl-2,6-diphenyl-4(1H)-pyridinone. After stirring the reaction mixture for 2 hours, it was poured into water, followed by extraction with chloroform. The organic layer was washed with water and was thereafter dried over anhydrous sodium sulfate. The solvent was distilled off and the residue was crysta... Starting materials: [Br-], N#Cc1cccc(C=O)c1, C1CCOC1, C[P+](c1ccccc1)(c1ccccc1)c1ccccc1, [Li]CCCC. Product: C=Cc1cccc(C#N)c1. As a reaction SMILES: [Br-:16].[C:6](#[N:7])[c:8]1[cH:9][c:10]([CH:11]=[O:12])[cH:13][cH:14][cH:15]1.[CH2:37]1[O:38][CH2:39][CH2:40][CH2:41]1.[CH3:17][P+:18]([c:19]1[cH:20][cH:21][cH:22][cH:23][cH:24]1)([c:25]1[cH:26][cH:27][cH:28][cH:29][cH:30]1)[c:31]1[cH:32][cH:33][cH:34][cH:35][cH:36]1.[CH3:1][CH2:2][CH2:3][CH2:4][Li:5]>>[CH2:1]=[CH:11][c:10]1[cH:9][c:8]([C:6]#[N:7])[cH:15][cH:14][cH:13]1. The reactants are O=C1CCC(=O)N1Br, ClC(Cl)Cl, FC(F)(F)c1cccc(-c2ccnc3ccnn23)c1. Product: FC(F)(F)c1cccc(-c2ccnc3c(Br)cnn23)c1. As a reaction SMILES: [Br:1][N:2]1[C:3](=[O:4])[CH2:5][CH2:6][C:7]1=[O:8].[CH:28]([Cl:29])([Cl:30])[Cl:31].[F:9][C:10]([c:11]1[cH:12][c:13](-[c:17]2[cH:18][cH:19][n:20][c:21]3[n:22]2[n:23][cH:24][cH:25]3)[cH:14][cH:15][cH:16]1)([F:26])[F:27]>>[Br:1][c:25]1[c:21]2[n:20][cH:19][cH:18][c:17](-[c:13]3[cH:12][c:11]([C:10]([F:9])([F:26])[F:27])[cH:16][cH:15][cH:14]3)[n:22]2[n:23][cH:24]1. Starting materials: CC1NCCC1(C)O, COc1cc(F)ccc1C#N, [Li+], [Li+], O=C([O-])[O-]. The product is COc1cc(N2CCC(C)(O)C2C)ccc1C#N. Reaction SMILES: [CH3:1][CH:2]1[NH:3][CH2:4][CH2:5][C:6]1([OH:7])[CH3:8].[F:9][c:10]1[cH:11][c:12]([O:18][CH3:19])[c:13]([C:14]#[N:15])[cH:16][cH:17]1.[Li+:20].[Li+:21].[O-:22][C:23](=[O:24])[O-:25]>>[CH3:1][CH:2]1[N:3]([c:10]2[cH:11][c:12]([O:18][CH3:19])[c:13]([C:14]#[N:15])[cH:16][cH:17]2)[CH2:4][CH2:5][C:6]1([OH:7])[CH3:8].